This data is from the Open Reaction Database (ORD), a public repository of structured organic reaction records. The task is: describe an organic reaction: reactants, conditions, products, and yield Starting materials: [BH4-], CCO, O=C1CCCc2ccc([N+](=O)[O-])cc21, [Na+], O. Product: O=[N+]([O-])c1ccc2c(c1)C(O)CCC2. Reaction SMILES: [BH4-:15].[CH3:18][CH2:19][OH:20].[N+:1](=[O:2])([O-:3])[c:4]1[cH:5][cH:6][c:7]2[c:12]([cH:13]1)[C:11](=[O:14])[CH2:10][CH2:9][CH2:8]2.[Na+:16].[OH2:17]>>[N+:1](=[O:2])([O-:3])[c:4]1[cH:5][cH:6][c:7]2[c:12]([cH:13]1)[CH:11]([OH:14])[CH2:10][CH2:9][CH2:8]2. Reactants: C1=CC(=CC=C1/C=C/C(=O)O)O (p-cumaric acid), FC1=CC=C(CBr)C=C1 (4-fluorobenzyl bromide). Product: FC1=CC=C(COC2=CC=C(C=C2)C=CC(=O)O)C=C1 (3-[4-(4-Fluoro-benzyloxy)-phenyl]-acrylic acid). Yield: 56.0%. RXN SMILES: [CH:1]1[C:6](/[CH:7]=[CH:8]/[C:9]([OH:11])=[O:10])=[CH:5][CH:4]=[C:3]([OH:12])[CH:2]=1.[F:13][C:14]1[CH:21]=[CH:20][C:17]([CH2:18]Br)=[CH:16][CH:15]=1>>[F:13][C:14]1[CH:21]=[CH:20][C:17]([CH2:18][O:12][C:3]2[CH:4]=[CH:5][C:6]([CH:7]=[CH:8][C:9]([OH:11])=[O:10])=[CH:1][CH:2]=2)=[CH:16][CH:15]=1. Reported procedure: The title compound is prepared in analogy to example 12 a) from p-cumaric acid and 4-fluorobenzyl bromide. Yield=56%. Colorless solid. MS: m/e=271.0 (M−H).